This data is from the Open Reaction Database (ORD), a public repository of structured organic reaction records. The task is: describe an organic reaction: reactants, conditions, products, and yield Reactants: CS(=O)(=O)O, CS(=O)(=O)O, Cn1cc(C(=O)O)c(=O)c2cc3cc(F)c(F)cc3nc21, CC1(C)NCC1N. Product: Cn1cc(C(=O)O)c(=O)c2cc3cc(F)c(N4CC(N)C4(C)C)cc3nc21. As a reaction SMILES: [CH3:22][S:23]([OH:24])(=[O:25])=[O:26].[CH3:27][S:28]([OH:29])(=[O:30])=[O:31].[F:1][c:2]1[cH:3][c:4]2[c:5]([n:6][c:7]3[n:8]([CH3:18])[cH:9][c:10]([C:15](=[O:16])[OH:17])[c:11](=[O:14])[c:12]3[cH:13]2)[cH:19][c:20]1[F:21].[NH2:32][CH:33]1[C:34]([CH3:37])([CH3:38])[NH:35][CH2:36]1>>[F:1][c:2]1[cH:3][c:4]2[c:5]([n:6][c:7]3[n:8]([CH3:18])[cH:9][c:10]([C:15](=[O:16])[OH:17])[c:11](=[O:14])[c:12]3[cH:13]2)[cH:19][c:20]1[N:35]1[C:34]([CH3:37])([CH3:38])[CH:33]([NH2:32])[CH2:36]1.